This data is from the Open Reaction Database (ORD), a public repository of structured organic reaction records. The task is: describe an organic reaction: reactants, conditions, products, and yield Reactants: [N+](=O)([O-])C1=C(C=CC=C1)OC (2-Nitroanisole), [Cl-].[Na+] (sodium chloride), S(O)(O)(=O)=O (Sulfuric acid), I(=O)(=O)(=O)[O-].[Na+] (sodium periodate). The solvent is C(C)#N.O (acetonitrile water). Reaction conditions: temperature 80 celsius. The product is [N+](=O)([O-])C1=C(C=CC(=C1)Cl)OC (2-nitro-4-chloroanisole). Reaction SMILES: [N+:1]([C:4]1[CH:9]=[CH:8][CH:7]=[CH:6][C:5]=1[O:10][CH3:11])([O-:3])=[O:2].[Cl-:12].[Na+].S(=O)(=O)(O)O.I([O-])(=O)(=O)=O.[Na+]>C(#N)C.O>[N+:1]([C:4]1[CH:9]=[C:8]([Cl:12])[CH:7]=[CH:6][C:5]=1[O:10][CH3:11])([O-:3])=[O:2] |f:1.2,4.5,6.7|. Reported procedure: 2-Nitroanisole (1 mmol) was treated with sodium chloride (1.2 mmol) in acetonitrile: water (2:1, 6 ml). 20% Sulfuric acid (5 ml) and sodium periodate (20 mol %) was added to the reaction mixture. The mixture was heated at 80° C. under inert atmosphere for 4 h. The product was purified by column chromatography to give 2-nitro-4-chloroanosole (55%). Starting materials: ClC1=NSC(=C1Cl)C(=O)O (3,4-dichloroisothiazole-5-carboxylic acid), C(C(=O)Cl)(=O)Cl (oxalyl chloride). Solvent: CN(C=O)C (N,N-dimethylformamide). Run at temperature 50 celsius, time 30 minute. The product is ClC1=NSC(=C1Cl)C(=O)Cl (3,4-dichloroisothiazole-5-carbonyl chloride). RXN SMILES: [Cl:1][C:2]1[C:6]([Cl:7])=[C:5]([C:8]([OH:10])=O)[S:4][N:3]=1.C(Cl)(=O)C([Cl:14])=O>CN(C)C=O>[Cl:1][C:2]1[C:6]([Cl:7])=[C:5]([C:8]([Cl:14])=[O:10])[S:4][N:3]=1. Procedure details: To 4.0 g (20.3 mmol) of 3,4-dichloroisothiazole-5-carboxylic acid were added 8 ml of oxalyl chloride and a catalytic amount of N,N-dimethylformamide (DMF). The mixture was stirred at 50° C. for 30 minutes. The reaction mixture was concentrated under vacuum to obtain 3,4-dichloroisothiazole-5-carbonyl chloride. Reactants: CN(C)C=O, O=C1CCC(=O)N1Br, CC(CC#N)Nc1ccccc1. Yields the product CC(CC#N)Nc1ccc(Br)cc1. Reaction SMILES: [CH3:21][N:22]([CH3:23])[CH:24]=[O:25].[O:13]=[C:14]1[N:15]([Br:20])[C:16](=[O:17])[CH2:18][CH2:19]1.[c:1]1([NH:7][CH:8]([CH2:9][C:10]#[N:11])[CH3:12])[cH:2][cH:3][cH:4][cH:5][cH:6]1>>[c:1]1([NH:7][CH:8]([CH2:9][C:10]#[N:11])[CH3:12])[cH:2][cH:3][c:4]([Br:20])[cH:5][cH:6]1. Reactants: BrC1=C(N=C(N(C1=O)C=1C=C(C(=O)O)C=CC1C)C)OCC1=C(C=C(C=C1)F)F (3-[5-Bromo-4-[(2,4-difluorobenzyl)oxy]-2-methyl-6-oxopyrimidin-1(6H)-yl]-4-methylbenzoic acid), C(C(C)C)OC(=O)Cl (isobutylchloroformate), CN1CCOCC1 (N-methylmorpholine). Run at time 5 minute. Yield: 98.4%. Procedure: To a solution of 3-[5-bromo-4-[(2,4-difluorobenzyl)oxy]-2-methyl-6-oxopyrimidin-1(6H)-yl]-4-methylbenzoic acid (0.16 g, 0.00034 mol, obtained from Step 5) at 0° C. is added isobutylchloroformate (0.063 g, 0.00046 mol) followed by the addition of N-methylmorpholine (0.064 g, 0.00064 mol). The resulting reaction mixture is stirred for 5 minutes under an argon atmosphere. The ice bath is then removed, the reaction mixture is stirred at room temperature for 20 minutes, then the reaction mixture is r... As a reaction SMILES: [Br:1][C:2]1[C:7](=[O:8])[N:6]([C:9]2[CH:10]=[C:11]([CH:15]=[CH:16][C:17]=2[CH3:18])[C:12](O)=[O:13])[C:5]([CH3:19])=[N:4][C:3]=1[O:20][CH2:21][C:22]1[CH:27]=[CH:26][C:25]([F:28])=[CH:24][C:23]=1[F:29].C(OC(Cl)=O)C(C)C.[CH3:38][N:39]1CCOCC1>>[Br:1][C:2]1[C:7](=[O:8])[N:6]([C:9]2[CH:10]=[C:11]([CH:15]=[CH:16][C:17]=2[CH3:18])[C:12]([NH:39][CH3:38])=[O:13])[C:5]([CH3:19])=[N:4][C:3]=1[O:20][CH2:21][C:22]1[CH:27]=[CH:26][C:25]([F:28])=[CH:24][C:23]=1[F:29]. Yields the product BrC1=C(N=C(N(C1=O)C=1C=C(C(=O)NC)C=CC1C)C)OCC1=C(C=C(C=C1)F)F (3-[5-Bromo-4-[(2,4-difluorobenzyl)oxy]-2-methyl-6-oxopyrimidin-1(6H)-yl]-N,4-dimethylbenzamide). Reactants: Cl, C1COCCO1, CC(C)(C)OC(=O)N1CC2CC(n3cnnn3)CC2C1. The product is c1nnnn1C1CC2CNCC2C1. Reaction SMILES: [ClH:21].[O:22]1[CH2:23][CH2:24][O:25][CH2:26][CH2:27]1.[n:1]1([CH:6]2[CH2:7][CH:8]3[CH:9]([CH2:10][N:11]([C:13]([O:14][C:15]([CH3:16])([CH3:17])[CH3:18])=[O:19])[CH2:12]3)[CH2:20]2)[n:2][n:3][n:4][cH:5]1>>[n:1]1([CH:6]2[CH2:7][CH:8]3[CH:9]([CH2:10][NH:11][CH2:12]3)[CH2:20]2)[n:2][n:3][n:4][cH:5]1. Reactants: O=C([O-])[O-], COCCOC, COC(=O)c1c(C)csc1NC(=O)Cc1ccc(I)cc1, [K+], [K+], O, c1ccc(P(c2ccccc2)(c2ccccc2)[Pd](P(c2ccccc2)(c2ccccc2)c2ccccc2)(P(c2ccccc2)(c2ccccc2)c2ccccc2)P(c2ccccc2)(c2ccccc2)c2ccccc2)cc1, OB(O)c1ccncc1. The product is COC(=O)c1c(C)csc1NC(=O)Cc1ccc(-c2ccncc2)cc1. RXN SMILES: [C:31](=[O:32])([O-:33])[O-:34].[CH3:38][O:39][CH2:40][CH2:41][O:42][CH3:43].[I:1][c:2]1[cH:3][cH:4][c:5]([CH2:8][C:9](=[O:10])[NH:11][c:12]2[s:13][cH:14][c:15]([CH3:21])[c:16]2[C:17](=[O:18])[O:19][CH3:20])[cH:6][cH:7]1.[K+:35].[K+:36].[OH2:37].[cH:44]1[cH:45][cH:46][c:47]([P:48]([Pd:49]([P:50]([c:51]2[cH:52][cH:53][cH:54][cH:55][cH:56]2)([c:57]2[cH:58][cH:59][cH:60][cH:61][cH:62]2)[c:63]2[cH:64][cH:65][cH:66][cH:67][cH:68]2)([P:69]([c:70]2[cH:71][cH:72][cH:73][cH:74][cH:75]2)([c:76]2[cH:77][cH:78][cH:79][cH:80][cH:81]2)[c:82]2[cH:83][cH:84][cH:85][cH:86][cH:87]2)[P:88]([c:89]2[cH:90][cH:91][cH:92][cH:93][cH:94]2)([c:95]2[cH:96][cH:97][cH:98][cH:99][cH:100]2)[c:101]2[cH:102][cH:103][cH:104][cH:105][cH:106]2)([c:107]2[cH:108][cH:109][cH:110][cH:111][cH:112]2)[c:113]2[cH:114][cH:115][cH:116][cH:117][cH:118]2)[cH:119][cH:120]1.[n:22]1[cH:23][cH:24][c:25]([B:28]([OH:29])[OH:30])[cH:26][cH:27]1>>[c:2]1(-[c:25]2[cH:24][cH:23][n:22][cH:27][cH:26]2)[cH:3][cH:4][c:5]([CH2:8][C:9](=[O:10])[NH:11][c:12]2[s:13][cH:14][c:15]([CH3:21])[c:16]2[C:17](=[O:18])[O:19][CH3:20])[cH:6][cH:7]1.